Dataset: the Open Reaction Database (ORD), a public repository of structured organic reaction records. Task: describe an organic reaction: reactants, conditions, products, and yield Starting materials: CCCC1CCC(CC=O)CC1, CC(C)(C)[O-], Fc1ccc2cc(Br)ccc2c1F, [K+]. Yields the product CCCC1CCC(CCc2ccc3c(F)c(F)ccc3c2)CC1. RXN SMILES: [CH2:14]([CH2:15][CH3:16])[CH:17]1[CH2:18][CH2:19][CH:20]([CH2:23][CH:24]=[O:25])[CH2:21][CH2:22]1.[CH3:26][C:27]([CH3:28])([O-:29])[CH3:30].[F:1][c:2]1[c:3]2[cH:4][cH:5][c:6]([Br:13])[cH:7][c:8]2[cH:9][cH:10][c:11]1[F:12].[K+:31]>>[F:1][c:2]1[c:3]2[cH:4][cH:5][c:6]([CH2:24][CH2:23][CH:20]3[CH2:19][CH2:18][CH:17]([CH2:14][CH2:15][CH3:16])[CH2:22][CH2:21]3)[cH:7][c:8]2[cH:9][cH:10][c:11]1[F:12].